From a dataset of the Open Reaction Database (ORD), a public repository of structured organic reaction records. describe an organic reaction: reactants, conditions, products, and yield Reaction conditions: time 24 hour. The yield is 29.1%. Solvent: CC#N (MeCN). Reported procedure: 4-{[4-(Ethoxycarbonyl)phenyl]amino}-4-oxo-2-phenylbutanoic acid (400 mg, 1.17 mmol) was dissolved in MeCN (10 mL), 1-(3-dimethylaminopropyl)-3-ethyl-carbodiimidhydrochlorid (247 mg, 1.29 mmol), 1-hydroxy-1H-benzotriazol (158 mg, 1.17 mmol) followed by N-(4-aminophenyl)-N′-(2-methylphenyl)urea (282 mg, 5 1.17 mmol) was added at r.t and the reaction mixture was stirred for 24 h. Ethyl 4-[(4- {[4-({[(2-methylphenyl)amino]carbonyl} amino)phenyl]amino}-4-oxo-3-phenyl-butanoyl)amino]benzoate (194 mg, ... Reactants: NC1=CC=C(C=C1)NC(=O)NC1=C(C=CC=C1)C (N-(4-aminophenyl)-N′-(2-methylphenyl)urea), C(C)OC(=O)C1=CC=C(C=C1)NC(CC(C(=O)O)C1=CC=CC=C1)=O (4-{[4-(Ethoxycarbonyl)phenyl]amino}-4-oxo-2-phenylbutanoic acid), ON1N=NC2=C1C=CC=C2 (1-hydroxy-1H-benzotriazol), Cl.CN(CCCN=C=NCC)C (1-(3-dimethylaminopropyl)-3-ethyl-carbodiimidhydrochlorid). The product is CC1=C(C=CC=C1)NC(=O)NC1=CC=C(C=C1)NC(C(CC(=O)NC1=CC=C(C(=O)OCC)C=C1)C1=CC=CC=C1)=O (Ethyl 4-[(4- {[4-({[(2-methylphenyl)amino]carbonyl} amino)phenyl]amino}-4-oxo-3-phenyl-butanoyl)amino]benzoate). Reaction SMILES: [CH2:1]([O:3][C:4]([C:6]1[CH:11]=[CH:10][C:9]([NH:12][C:13](=[O:25])[CH2:14][CH:15]([C:19]2[CH:24]=[CH:23][CH:22]=[CH:21][CH:20]=2)[C:16](O)=[O:17])=[CH:8][CH:7]=1)=[O:5])[CH3:2].Cl.CN(C)CCCN=C=NCC.ON1C2C=CC=CC=2N=N1.[NH2:48][C:49]1[CH:54]=[CH:53][C:52]([NH:55][C:56]([NH:58][C:59]2[CH:64]=[CH:63][CH:62]=[CH:61][C:60]=2[CH3:65])=[O:57])=[CH:51][CH:50]=1>CC#N>[CH3:65][C:60]1[CH:61]=[CH:62][CH:63]=[CH:64][C:59]=1[NH:58][C:56]([NH:55][C:52]1[CH:51]=[CH:50][C:49]([NH:48][C:16](=[O:17])[CH:15]([C:19]2[CH:20]=[CH:21][CH:22]=[CH:23][CH:24]=2)[CH2:14][C:13]([NH:12][C:9]2[CH:8]=[CH:7][C:6]([C:4]([O:3][CH2:1][CH3:2])=[O:5])=[CH:11][CH:10]=2)=[O:25])=[CH:54][CH:53]=1)=[O:57] |f:1.2|. The reactants are C(C)(C)C1=C(C=CC=C1)N1C=C(C2=CC=CC=C12)C(=O)OC (methyl 1-(2-isopropylphenyl)-1H-indole-3-carboxylate), [OH-].[Na+] (sodium hydroxide). The solvent is C(C)(C)O (isopropanol). Reaction conditions: temperature 50 celsius. Yields the product C(C)(C)C1=C(C=CC=C1)N1C=C(C2=CC=CC=C12)C(=O)O (1-(2-isopropylphenyl)-1H-indole-3-carboxylic acid). Reaction SMILES: [CH:1]([C:4]1[CH:9]=[CH:8][CH:7]=[CH:6][C:5]=1[N:10]1[C:18]2[C:13](=[CH:14][CH:15]=[CH:16][CH:17]=2)[C:12]([C:19]([O:21]C)=[O:20])=[CH:11]1)([CH3:3])[CH3:2].[OH-].[Na+]>C(O)(C)C>[CH:1]([C:4]1[CH:9]=[CH:8][CH:7]=[CH:6][C:5]=1[N:10]1[C:18]2[C:13](=[CH:14][CH:15]=[CH:16][CH:17]=2)[C:12]([C:19]([OH:21])=[O:20])=[CH:11]1)([CH3:3])[CH3:2] |f:1.2|. Reported procedure: To a screw capped vial was added methyl 1H-indole-3-carboxylate (17 mg, 0.1 mmol), 2-isopropylbenzene boronic acid (33 mg, 0.20 mmol), and activated 3 Å molecular sieves (100 mg). Anhydrous dichloromethane (1.0 mL), anhydrous pyridine (16 μL, 0.2 mmol) and anhydrous triethylamine (28 μL, 0.2 mmol) were added, the vial capped and the reaction was stirred under air for 15 min. Anhydrous copper(II) acetate was added, the vial capped, and the reaction was stirred overnight under air at 45° C. The re... Starting materials: [BH4-], CO, CCOC(C)=O, NC1CC1, COC(=O)c1ccc(C=C(C=O)c2ccc(F)cc2)cc1, [Na+]. Yields the product COC(=O)c1ccc(C=C(CNC2CC2)c2ccc(F)cc2)cc1. RXN SMILES: [BH4-:28].[CH3:26][OH:27].[CH3:30][CH2:31][O:32][C:33](=[O:34])[CH3:35].[CH:22]1([NH2:25])[CH2:23][CH2:24]1.[F:1][c:2]1[cH:3][cH:4][c:5]([C:8](=[CH:9][c:10]2[cH:11][cH:12][c:13]([C:14](=[O:15])[O:16][CH3:17])[cH:18][cH:19]2)[CH:20]=[O:21])[cH:6][cH:7]1.[Na+:29]>>[F:1][c:2]1[cH:3][cH:4][c:5]([C:8](=[CH:9][c:10]2[cH:11][cH:12][c:13]([C:14](=[O:15])[O:16][CH3:17])[cH:18][cH:19]2)[CH2:20][NH:25][CH:22]2[CH2:23][CH2:24]2)[cH:6][cH:7]1. Reactants: COC1=CC=C(C=C1)C(C1=CC=C(C=C1)OC)NC(=O)C=1C=CC2=C(SC(=C2)C2=NC(=NC=C2Cl)NCCCN2CCN(CC2)C)C1 (2-{5-chloro-2-[3-(4-methyl-piperazin-1-yl)-propylamino]-pyrimidin-4-yl}-benzo[b]thiophene-6-carboxylic acid [bis-(4-methoxyphenyl)-methyl]-amide). Solvent: Cl.Cl.Cl.ClC=1C(=NC(=NC1)NCCCN1CCN(CC1)C)C1=CC2=C(S1)C=CC=C2C(=O)N (2-{5-chloro-2-[3-(4-methylpiperazin-1-yl)-propylamino]-pyrimidin-4-yl}-benzo[b]thiophene-4-carboxylic acid amide tri-hydrochloride). The product is Cl.Cl.Cl.ClC=1C(=NC(=NC1)NCCCN1CCN(CC1)C)C1=CC2=C(S1)C=C(C=C2)C(=O)N (2-{5-chloro-2-[3-(4-methylpiperazin-1-yl)-propylamino]-pyrimidin-4-yl}-benzo[b]thiophene-6-carboxylic acid amide tri-hydrochloride). RXN SMILES: COC1C=CC(C([NH:18][C:19]([C:21]2[CH:22]=[CH:23][C:24]3[CH:28]=[C:27]([C:29]4[C:34]([Cl:35])=[CH:33][N:32]=[C:31]([NH:36][CH2:37][CH2:38][CH2:39][N:40]5[CH2:45][CH2:44][N:43]([CH3:46])[CH2:42][CH2:41]5)[N:30]=4)[S:26][C:25]=3[CH:47]=2)=[O:20])C2C=CC(OC)=CC=2)=CC=1>Cl.Cl.Cl.ClC1C(C2SC3C=CC=C(C(N)=O)C=3C=2)=NC(NCCCN2CCN(C)CC2)=NC=1>[ClH:35].[ClH:35].[ClH:35].[Cl:35][C:34]1[C:29]([C:27]2[S:26][C:25]3[CH:47]=[C:21]([C:19]([NH2:18])=[O:20])[CH:22]=[CH:23][C:24]=3[CH:28]=2)=[N:30][C:31]([NH:36][CH2:37][CH2:38][CH2:39][N:40]2[CH2:41][CH2:42][N:43]([CH3:46])[CH2:44][CH2:45]2)=[N:32][CH:33]=1 |f:1.2.3.4,5.6.7.8|. Reported procedure: Using the method of Preparation C in 2-{5-chloro-2-[3-(4-methylpiperazin-1-yl)-propylamino]-pyrimidin-4-yl}-benzo[b]thiophene-4-carboxylic acid amide tri-hydrochloride, the title compound is synthesized from 2-{5-chloro-2-[3-(4-methyl-piperazin-1-yl)-propylamino]-pyrimidin-4-yl}-benzo[b]thiophene-6-carboxylic acid [bis-(4-methoxyphenyl)-methyl]-amide and isolated as a yellow solid. ES+(m/z) 445 (35Cl) and 447 (37Cl) [M+H]. The reactants are solution, C(C)(CC)[Li] (sec-butyllithium), FC=1C(=C(C=CC1)NC(OC(C)(C)C)=O)C (tert-butyl (3-fluoro-2-methylphenyl)carbamate), CON(C(C)=O)C (N-methoxy-N-methylacetamide), Cl (hydrochloric acid). The solvent is C(C)OCC (diethyl ether), C1CCCCC1.CCCCCC (cyclohexane hexane), O1CCCC1 (tetrahydrofuran), O1CCCC1 (tetrahydrofuran). Run at temperature -50 celsius, time 0.5 hour. Product: FC=1C(=C(C=CC1)NC(OC(C)(C)C)=O)CC(C)=O (tert-butyl [3-fluoro-2-(2-oxopropyl)phenyl]carbamate). As a reaction SMILES: C([Li])(CC)C.[F:6][C:7]1[C:8]([CH3:21])=[C:9]([NH:13][C:14](=[O:20])[O:15][C:16]([CH3:19])([CH3:18])[CH3:17])[CH:10]=[CH:11][CH:12]=1.CON(C)[C:25](=[O:27])[CH3:26].Cl>O1CCCC1.C(OCC)C.C1CCCCC1.CCCCCC>[F:6][C:7]1[C:8]([CH2:21][C:25](=[O:27])[CH3:26])=[C:9]([NH:13][C:14](=[O:20])[O:15][C:16]([CH3:17])([CH3:18])[CH3:19])[CH:10]=[CH:11][CH:12]=1 |f:6.7|. Procedure: 4.3 ml of a 1.3 M solution of sec-butyllithium in 98/2 v/v cyclohexane/hexane are added dropwise, while maintaining the temperature between −40° C. and −30° C., to a solution of 0.5 g of tert-butyl (3-fluoro-2-methylphenyl)carbamate in 10 ml of tetrahydrofuran under argon and cooled to −40° C. The reaction mixture is then cooled to −50° C., and then a solution of 0.27 ml of N-methoxy-N-methylacetamide in 4 ml of tetrahydrofuran is added dropwise while maintaining the temperature between −50° C. ... Reactants: N#N (N2), BrC=1N=C(N2C1C(=NC=C2)N)C2CCC2 (1-bromo-3-cyclobutylimidazo[1,5-a]pyrazin-8-ylamine), N1=CC=C(C=C1)C1=NC2=CC(=CC=C2C=C1)B1OC(C(O1)(C)C)(C)C (2-pyridin-4-yl-7-(4,4,5,5-tetramethyl-[1,3,2]dioxaborolan-2-yl)quinoline), C(=O)([O-])[O-].[Na+].[Na+] (Na2CO3). Reagents/catalysts: C=1C=CC(=CC1)[P](C=2C=CC=CC2)(C=3C=CC=CC3)[Pd]([P](C=4C=CC=CC4)(C=5C=CC=CC5)C=6C=CC=CC6)([P](C=7C=CC=CC7)(C=8C=CC=CC8)C=9C=CC=CC9)[P](C=1C=CC=CC1)(C=1C=CC=CC1)C=1C=CC=CC1 (Pd(PPh3)4). Run in CN(C)C=O.O (DMF H2O). Reaction conditions: temperature 80 celsius, time 40 hour. The product is C1(CCC1)C1=NC(=C2N1C=CN=C2N)C2=CC=C1C=CC(=NC1=C2)C2=CC=NC=C2 (3-Cyclobutyl-1-(2-pyridin-4-ylquinolin-7-yl)imidazo[1,5-a]pyrazin-8-ylamine). As a reaction SMILES: N#N.Br[C:4]1[N:5]=[C:6]([CH:14]2[CH2:17][CH2:16][CH2:15]2)[N:7]2[CH:12]=[CH:11][N:10]=[C:9]([NH2:13])[C:8]=12.[N:18]1[CH:23]=[CH:22][C:21]([C:24]2[CH:33]=[CH:32][C:31]3[C:26](=[CH:27][C:28](B4OC(C)(C)C(C)(C)O4)=[CH:29][CH:30]=3)[N:25]=2)=[CH:20][CH:19]=1.C([O-])([O-])=O.[Na+].[Na+]>CN(C=O)C.O.C1C=CC([P]([Pd]([P](C2C=CC=CC=2)(C2C=CC=CC=2)C2C=CC=CC=2)([P](C2C=CC=CC=2)(C2C=CC=CC=2)C2C=CC=CC=2)[P](C2C=CC=CC=2)(C2C=CC=CC=2)C2C=CC=CC=2)(C2C=CC=CC=2)C2C=CC=CC=2)=CC=1>[CH:14]1([C:6]2[N:7]3[CH:12]=[CH:11][N:10]=[C:9]([NH2:13])[C:8]3=[C:4]([C:28]3[CH:27]=[C:26]4[C:31]([CH:32]=[CH:33][C:24]([C:21]5[CH:22]=[CH:23][N:18]=[CH:19][CH:20]=5)=[N:25]4)=[CH:30][CH:29]=3)[N:5]=2)[CH2:17][CH2:16][CH2:15]1 |f:3.4.5,6.7,^1:58,60,79,98|. Procedure: N2 was bubbled into a stirred mixture of 1-bromo-3-cyclobutylimidazo[1,5-a]pyrazin-8-ylamine (48 mg, 0.18 mmol), 2-pyridin-4-yl-7-(4,4,5,5-tetramethyl-[1,3,2]dioxaborolan-2-yl)quinoline (90 mg, 0.27 mmol), Pd(PPh3)4 (12.5 mg, 0.0108 mmol), and Na2CO3 (48 mg, 0.45 mmol) in DMF/H2O (5/1, 6 mL) for 5 min. This mixture was then stirred at 80° C. under N2 for 40 h. The solvents were removed; the residue was dissolved in MeOH and submitted to the mass-directed purification system and provided the desi... Reactants: cycloalkanes, cycloalkanones, cycloalkanols, O1C2=C1C=CCCCCCCCC2 (monoepoxycyclododecadiene), [H][H] (hydrogen), cycloalkane, [O-2].[O-2].[O-2].[Al+3].[Al+3] (γ-alumina), cycloalkene, cycloalkanone, cycloalkanol, cycloalkanols, cycloalkenes, cycloalkenes, cycloalkanones. The reagents and catalysts are [Pd] (palladium). The product is C1(CCCCCCCCCCC1)O (cyclododecanol). Yield: 20.0%. Reaction SMILES: [O:1]1[C:3]2[CH:4]=[CH:5][CH2:6][CH2:7][CH2:8][CH2:9][CH2:10][CH2:11][CH2:12][CH2:13][C:2]1=2.[H][H].[O-2].[O-2].[O-2].[Al+3].[Al+3]>[Pd]>[CH:2]1([OH:1])[CH2:13][CH2:12][CH2:11][CH2:10][CH2:9][CH2:8][CH2:7][CH2:6][CH2:5][CH2:4][CH2:3]1 |f:2.3.4.5.6|. Procedure details: Also, it is known that epoxidized cycloalkanes and/or epoxidized cycloalkenes can be produced by epoxidizing corresponding cycloalkenes with a high yield. If the epoxidized compounds can be converted to corresponding cycloalkanones and cycloalkanols with a high efficiency, the cycloalkanones and the cycloalkanols can be expected to be obtained at a high yield. However, only a small number of reports can be found on methods of converting an epoxidized cycloalkane and/or an epoxidized cycloalkene ... Reactants: ClC1=CC=C(CNC(=O)C=2C(=C3C(=NC2)SC(=C3)CN3CCOCC3)O)C=C1 (N-(4-Chlorobenzyl)-4-hydroxy-2-(4-morpholinylmethyl)thieno[2,3-b]pyridine-5-carboxamide), O (water), C([O-])([O-])=O.[K+].[K+] (potassium carbonate), C(C1=CC=CC=C1)Br (benzylbromide). The solvent is CN(C)C=O (DMF). Run at time 18 hour. Product: C(C1=CC=CC=C1)N1C2=C(C(C(=C1)C(=O)NCC1=CC=C(C=C1)Cl)=O)C=C(S2)CN2CCOCC2 (7-Benzyl-N-(4-chlorobenzyl)-2-(4-morpholinylmethyl)-4-oxo-4,7-dihydrothieno[2,3-b]pyridine-5-carboxamide). Isolated yield 79.0%. As a reaction SMILES: [Cl:1][C:2]1[CH:28]=[CH:27][C:5]([CH2:6][NH:7][C:8]([C:10]2[C:11]([OH:26])=[C:12]3[CH:18]=[C:17]([CH2:19][N:20]4[CH2:25][CH2:24][O:23][CH2:22][CH2:21]4)[S:16][C:13]3=[N:14][CH:15]=2)=[O:9])=[CH:4][CH:3]=1.C(=O)([O-])[O-].[K+].[K+].[CH2:35](Br)[C:36]1[CH:41]=[CH:40][CH:39]=[CH:38][CH:37]=1.O>CN(C=O)C>[CH2:35]([N:14]1[CH:15]=[C:10]([C:8]([NH:7][CH2:6][C:5]2[CH:27]=[CH:28][C:2]([Cl:1])=[CH:3][CH:4]=2)=[O:9])[C:11](=[O:26])[C:12]2[CH:18]=[C:17]([CH2:19][N:20]3[CH2:21][CH2:22][O:23][CH2:24][CH2:25]3)[S:16][C:13]1=2)[C:36]1[CH:41]=[CH:40][CH:39]=[CH:38][CH:37]=1 |f:1.2.3|. Procedure details: N-(4-Chlorobenzyl)-4-hydroxy-2-(4-morpholinylmethyl)thieno[2,3-b]pyridine-5-carboxamide (418 mg) from Example No. 41 and potassium carbonate (152 mg) are suspended in DMF (10 mL) and to the mixture is added benzylbromide (130 μL). The reaction mixture is allowed to stir at room temperature for 18 h. The resulting suspension is poured into water (10 mL), filtered, and washed with water (5 mL) followed by diethyl ether (5 mL). The resulting crude solid is purified by recrystallization from ethanol...